Dataset: the Open Reaction Database (ORD), a public repository of structured organic reaction records. Task: describe an organic reaction: reactants, conditions, products, and yield The reactants are O=C([O-])[O-], CN(C)C=O, CCOC(=O)CCl, [Cs+], [Cs+], Nc1ncc(Br)nc1Br. RXN SMILES: [C:10](=[O:11])([O-:12])[O-:13].[CH3:23][N:24]([CH3:25])[CH:26]=[O:27].[Cl:16][CH2:17][C:18](=[O:19])[O:20][CH2:21][CH3:22].[Cs+:14].[Cs+:15].[NH2:1][c:2]1[n:3][cH:4][c:5]([Br:9])[n:6][c:7]1[Br:8]>>[NH:1]([c:2]1[n:3][cH:4][c:5]([Br:9])[n:6][c:7]1[Br:8])[CH2:17][C:18](=[O:19])[O:20][CH2:21][CH3:22]. Product: CCOC(=O)CNc1ncc(Br)nc1Br.